From a dataset of the Open Reaction Database (ORD), a public repository of structured organic reaction records. describe an organic reaction: reactants, conditions, products, and yield Starting materials: Aqueous solution, [OH-].[Na+] (sodium hydroxide), O1CCSC=C1C(C(=O)OCC)=NOC (ethyl 2-(2,3-dihydro-1,4-oxathiin-6-yl)-2-methoxyiminoacetate). Solvent: CO (methanol). Reaction conditions: time 16 hour. Product: O1CCSC=C1C(C(=O)O)=NOC (2-(2,3-dihydro-1,4-oxathiin-6-yl)-2-methoxyiminoacetic acid). Yield: 94.0%. As a reaction SMILES: [OH-].[Na+].[O:3]1[C:8]([C:9](=[N:15][O:16][CH3:17])[C:10]([O:12]CC)=[O:11])=[CH:7][S:6][CH2:5][CH2:4]1>CO>[O:3]1[C:8]([C:9](=[N:15][O:16][CH3:17])[C:10]([OH:12])=[O:11])=[CH:7][S:6][CH2:5][CH2:4]1 |f:0.1|. Procedure: 1N Aqueous solution (24 ml.) of sodium hydroxide was added to a solution of ethyl 2-(2,3-dihydro-1,4-oxathiin-6-yl)-2-methoxyiminoacetate (syn isomer, 4.6 g.) in methanol (50 ml.), and stirred at room temperature for 16 hours. After the resultant solution was concentrated in vacuo, the residue was dissolved in water. The solution was washed with ethyl acetate and adjusted to pH 1.0 with 10% hydrochloric acid. The solution was extracted with ethyl acetate, and the extract was washed with water an... Reactants: Cl (hydrochloric acid), Cl.[N+](=O)([O-])C=1C(=C2CN3C(=NC2=CC1)NC(C3)=O)COC (7-Nitro-6-methoxymethyl-1,2,3,5-tetrahydroimidazo[2,1-b]-quinazolin-2-one hydrochloride), [H][H] (hydrogen). Reagents/catalysts: [Pd] (Pd/C). The solvent is C(C)O (ethanol). Product: NC=1C(=C2CN3C(=NC2=CC1)NC(C3)=O)COC (7-Amino-6-methoxymethyl-1,2,3,5-tetrahydroimidazo-[2,1-b]-quinazolin-2-one). As a reaction SMILES: Cl.[N+:2]([C:5]1[C:6]([CH2:19][O:20][CH3:21])=[C:7]2[C:12](=[CH:13][CH:14]=1)[N:11]=[C:10]1[NH:15][C:16](=[O:18])[CH2:17][N:9]1[CH2:8]2)([O-])=O.Cl.[H][H]>C(O)C.[Pd]>[NH2:2][C:5]1[C:6]([CH2:19][O:20][CH3:21])=[C:7]2[C:12](=[CH:13][CH:14]=1)[N:11]=[C:10]1[NH:15][C:16](=[O:18])[CH2:17][N:9]1[CH2:8]2 |f:0.1|. Procedure details: To a suspension of 9.18 g. (3.4 × 10-2 mole) of 7-Nitro-6-methoxymethyl-1,2,3,5-tetrahydroimidazo[2,1-b]-quinazolin-2-one hydrochloride in 95% ethanol (300 ml.) is added 10 ml. of concentrated hydrochloric acid and 0.45 g. of 10% Pd/C catalyst. The mixture is placed on a Paar hydrogenator, shaken until theoretical hydrogen is absorbed, removed and water (150 ml.) added to effect dissolution of the precipitate. The mixture is filtered under suction, the catalyst washed with 95% ethanol and the mi...